Dataset: the Open Reaction Database (ORD), a public repository of structured organic reaction records. Task: describe an organic reaction: reactants, conditions, products, and yield The reactants are CCO, CCOC(=O)C=Cc1ccc(C(=C(CC)c2ccc(F)cc2Cl)c2ccc3[nH]ncc3c2)cc1, Cl, [Li+], [OH-], O. Product: CCC(=C(c1ccc(C=CC(=O)O)cc1)c1ccc2[nH]ncc2c1)c1ccc(F)cc1Cl. RXN SMILES: [CH2:36]([OH:37])[CH3:38].[Cl:2][c:3]1[c:4]([C:10](=[C:11]([c:12]2[cH:13][c:14]3[cH:15][n:16][nH:17][c:18]3[cH:19][cH:20]2)[c:21]2[cH:22][cH:23][c:24]([CH:27]=[CH:28][C:29](=[O:30])[O:31][CH2:32][CH3:33])[cH:25][cH:26]2)[CH2:34][CH3:35])[cH:5][cH:6][c:7]([F:9])[cH:8]1.[ClH:1].[Li+:40].[OH-:39].[OH2:41]>>[Cl:2][c:3]1[c:4]([C:10](=[C:11]([c:12]2[cH:13][c:14]3[cH:15][n:16][nH:17][c:18]3[cH:19][cH:20]2)[c:21]2[cH:22][cH:23][c:24]([CH:27]=[CH:28][C:29](=[O:30])[OH:31])[cH:25][cH:26]2)[CH2:34][CH3:35])[cH:5][cH:6][c:7]([F:9])[cH:8]1. The reactants are ClC1=NC=C(C=N1)C (2-chloro-5-methylpyrimidine), C[Li] (methyllithium), C(#N)C1=C(C(=O)C(=C(C1=O)Cl)Cl)C#N (DDQ), [OH-].[Na+] (sodium hydroxide). The solvent is C(C)OCC (diethyl ether), C1CCOC1 (THF). Run at temperature 0 celsius, time 30 minute. Yields the product ClC1=NC=C(C(=N1)C)C (2-Chloro-4,5-dimethylpyrimidine). Reaction SMILES: [Cl:1][C:2]1[N:7]=[CH:6][C:5]([CH3:8])=[CH:4][N:3]=1.C[Li].[C:11](C1C(=O)C(Cl)=C(Cl)C(=O)C=1C#N)#N.[OH-].[Na+]>C(OCC)C.C1COCC1>[Cl:1][C:2]1[N:7]=[C:6]([CH3:11])[C:5]([CH3:8])=[CH:4][N:3]=1 |f:3.4|. Reported procedure: To 2-chloro-5-methylpyrimidine (EXAMPLE 144, STEP 1) (0.50 g, 0.00389 mol) in diethyl ether (12 mL) at −30° C. and under nitrogen was added dropwise 1.4M methyllithium (2.90 mL, 0.00405 mol) and the reaction allowed to stir at −30° C. for 30 min and at 0° C. for 30 min. The reaction was quenched with a solution of acetic acid (0.242 mL), water (0.039 mL, and THF (0.8 mL) and then a solution of DDQ (0.92 g, 0.00405 mol) in THF was added. The reaction was stirred 5 min at rt, recooled to 0° C. and... The reactants are OC=1N=C(N=NC1C(=O)OCC)SC (5-hydroxy-3-methylsulfanyl-1,2,4-triazine-6-carboxylic acid, ethyl ester), S(=O)(Cl)Cl (thionyl chloride). Reaction conditions: temperature 75 celsius. Product: ClC=1N=C(N=NC1C(=O)OCC)SC (5-chloro-3-methylsulfanyl-1,2,4-triazine-6-carboxylic acid, ethyl ester). Reaction SMILES: O[C:2]1[N:3]=[C:4]([S:13][CH3:14])[N:5]=[N:6][C:7]=1[C:8]([O:10][CH2:11][CH3:12])=[O:9].S(Cl)([Cl:17])=O>>[Cl:17][C:2]1[N:3]=[C:4]([S:13][CH3:14])[N:5]=[N:6][C:7]=1[C:8]([O:10][CH2:11][CH3:12])=[O:9]. Reported procedure: To 17.0 g (78.98 mmol) of 5-hydroxy-3-methylsulfanyl-1,2,4-triazine-6-carboxylic acid, ethyl ester was added 86 mL (1184.7 mmol) of thionyl chloride. The reaction mixture was heated to 75° C. for 2 hours, cooled, and concentrated. The residue was twice suspended in toluene and concentrated to give a yellow-orange solid, 5-chloro-3-methylsulfanyl-1,2,4-triazine-6-carboxylic acid, ethyl ester. Starting materials: C1COCCN1, O=C(O)c1cccc(-c2cc3nc(Cl)nc(N4CCOCC4)c3s2)c1. Yields the product O=C(c1cccc(-c2cc3nc(Cl)nc(N4CCOCC4)c3s2)c1)N1CCOCC1. RXN SMILES: [CH2:26]1[CH2:27][O:28][CH2:29][CH2:30][NH:31]1.[Cl:1][c:2]1[n:3][c:4]([N:20]2[CH2:21][CH2:22][O:23][CH2:24][CH2:25]2)[c:5]2[c:6]([n:7]1)[cH:8][c:9](-[c:11]1[cH:12][c:13]([C:14](=[O:15])[OH:16])[cH:17][cH:18][cH:19]1)[s:10]2>>[Cl:1][c:2]1[n:3][c:4]([N:20]2[CH2:21][CH2:22][O:23][CH2:24][CH2:25]2)[c:5]2[c:6]([n:7]1)[cH:8][c:9](-[c:11]1[cH:12][c:13]([C:14](=[O:16])[N:31]3[CH2:26][CH2:27][O:28][CH2:29][CH2:30]3)[cH:17][cH:18][cH:19]1)[s:10]2. The reactants are C(C)(C)(C)C=1CCNCC1 (4-t-butyl-1,2,3,6-tetrahydropyridine), C(C)N=C=S (ethylisothiocyanate). Run in O1CCCC1 (tetrahydrofuran), O1CCCC1 (tetrahydrofuran). Product: C(C)NC(=S)N1CCC(=CC1)C(C)(C)C (N-ethyl-4-t-butyl-1,2,3,6-tetrahydro-1-pyridinethiocarboxamide). Reaction SMILES: [C:1]([C:5]1[CH2:6][CH2:7][NH:8][CH2:9][CH:10]=1)([CH3:4])([CH3:3])[CH3:2].[CH2:11]([N:13]=[C:14]=[S:15])[CH3:12]>O1CCCC1>[CH2:11]([NH:13][C:14]([N:8]1[CH2:7][CH:6]=[C:5]([C:1]([CH3:4])([CH3:3])[CH3:2])[CH2:10][CH2:9]1)=[S:15])[CH3:12]. Procedure: In 20 ml. of anhydrous tetrahydrofuran there is dissolved 5.0 grams of 4-t-butyl-1,2,3,6-tetrahydropyridine. Stirring is initiated and there is added 3.14 grams of ethylisothiocyanate in 10 ml. of anhydrous tetrahydrofuran allowing the reaction to run at room temperature. After stirring the reaction mixture for 18 hours, the tetrahydrofuran is evaporated in vacuo to give N-ethyl-4-t-butyl-1,2,3,6-tetrahydro-1-pyridinethiocarboxamide.